Task: describe an organic reaction: reactants, conditions, products, and yield. Dataset: the Open Reaction Database (ORD), a public repository of structured organic reaction records The reactants are CN(C1=CC(=CC=C1)[N+](=O)[O-])C (N,N-Dimethyl-3-nitroaniline). Reagents/catalysts: [Pd] (palladium). The solvent is CO (methanol). Reaction conditions: time 15 hour. The product is CN(C=1C=C(C=CC1)N)C (N′,N′-Dimethylbenzene-1,3-diamine). The yield is 84.5%. RXN SMILES: [CH3:1][N:2]([CH3:12])[C:3]1[CH:8]=[CH:7][CH:6]=[C:5]([N+:9]([O-])=O)[CH:4]=1>CO.[Pd]>[CH3:1][N:2]([CH3:12])[C:3]1[CH:4]=[C:5]([NH2:9])[CH:6]=[CH:7][CH:8]=1. Reported procedure: The compound (1.0 g, 6.08 mmol) prepared in step 1 was dissolved in methanol (25 ml) and added with 10%-palladium (Pd) (100 mg). The mixture was hydrogenated for 15 hours at room temperature under hydrogen gas. Once the reaction was completed, 10%-palladium (Pd) was removed by using celite-filter and the filtrate was concentrated to dryness. The residue was then purified by flash column chromatography (hexane:ethyl acetate=1:1) to obtain the title compound (700 mg, yield: 90%, colorless liquid). Reported procedure: Among the reaction product from Example 1, those fractions from the fractionation by silica gel column chromatography (ethyl acetate/hexane) that are low polarity elution fractions (demonstrating high Rf value on TLC) were collected, and the title compound (29 mg) was obtained as a colorless solid. The solvent is C(C)(=O)OCC.CCCCCC (ethyl acetate hexane). As a reaction SMILES: [F:1][C:2]1[CH:7]=[CH:6][C:5]([CH:8]([OH:26])[CH2:9][N:10]([CH3:25])[S:11]([C:14]2[C:15]3[CH2:22][CH2:21][CH2:20]/[C:19](=[N:23]/[OH:24])/[C:16]=3[S:17][CH:18]=2)(=[O:13])=[O:12])=[CH:4][CH:3]=1>C(OCC)(=O)C.CCCCCC>[F:1][C:2]1[CH:7]=[CH:6][C:5]([CH:8]([OH:26])[CH2:9][N:10]([CH3:25])[S:11]([C:14]2[C:15]3[CH2:22][CH2:21][CH2:20]/[C:19](=[N:23]\[OH:24])/[C:16]=3[S:17][CH:18]=2)(=[O:13])=[O:12])=[CH:4][CH:3]=1 |f:1.2|. Reactants: FC1=CC=C(C=C1)C(CN(S(=O)(=O)C=1C2=C(SC1)\C(\CCC2)=N/O)C)O ((7Z)-7-Hydroxyimino-4,5,6,7-tetrahydro-benzo[b]thiophene-3-sulfonic acid[2-(4-fluorophenyl)-2-hydroxyethyl]-methyl-amide). The product is FC1=CC=C(C=C1)C(CN(S(=O)(=O)C=1C2=C(SC1)/C(/CCC2)=N/O)C)O ((7E)-7-Hydroxyimino-4,5,6,7-tetrahydro-benzo[b]thiophene-3-sulfonic acid[2-(4-fluorophenyl)-2-hydroxyethyl]-methyl-amide). Starting materials: CC(C)CCCC(C)C1CCC2C3CC=C4CC(O)CCC4(C)C3CCC12C, Cc1ccc(S(=O)(=O)Cl)cc1, c1ccncc1. Product: Cc1ccc(S(=O)(=O)OC2CCC3(C)C(=CCC4C3CCC3(C)C(C(C)CCCC(C)C)CCC43)C2)cc1. As a reaction SMILES: [CH3:1][CH:2]([CH3:3])[CH2:4][CH2:5][CH2:6][CH:7]([CH3:8])[CH:9]1[CH2:10][CH2:11][CH:12]2[CH:13]3[CH2:14][CH:15]=[C:16]4[CH2:17][CH:18]([OH:19])[CH2:20][CH2:21][C:22]4([CH3:23])[CH:24]3[CH2:25][CH2:26][C:27]12[CH3:28].[S:29](=[O:30])(=[O:31])([c:32]1[cH:33][cH:34][c:35]([CH3:36])[cH:37][cH:38]1)[Cl:39].[cH:40]1[cH:41][cH:42][n:43][cH:44][cH:45]1>>[CH3:1][CH:2]([CH3:3])[CH2:4][CH2:5][CH2:6][CH:7]([CH3:8])[CH:9]1[CH2:10][CH2:11][CH:12]2[CH:13]3[CH2:14][CH:15]=[C:16]4[CH2:17][CH:18]([O:19][S:29](=[O:30])(=[O:31])[c:32]5[cH:33][cH:34][c:35]([CH3:36])[cH:37][cH:38]5)[CH2:20][CH2:21][C:22]4([CH3:23])[CH:24]3[CH2:25][CH2:26][C:27]12[CH3:28].